Dataset: the Open Reaction Database (ORD), a public repository of structured organic reaction records. Task: describe an organic reaction: reactants, conditions, products, and yield Reported procedure: To a solution of 2-(3,4-bis(3-methoxyphenethoxy)phenyl)-4,4,5,5-tetramethyl-1,3,2-dioxaborolane (40 mg, 0.079 mmol) in Acetone (5 mL)/Water (2.500 mL) was added sodium periodate (50.9 mg, 0.238 mmol) and ammonium acetate (18.34 mg, 0.238 mmol) and the resulting mixture was stirred at room temp for 16 h. Then, 1N HCl (1 mL) was added and the mixture was stirred for 1 h. The mixture was diluted with EtOAc (10 mL) and washed with brine (5 mL), dried (Na2SO4), filtered and concentrated to afford (3,... Product: COC=1C=C(CCOC=2C=C(C=CC2OCCC2=CC(=CC=C2)OC)B(O)O)C=CC1 ((3,4-bis(3-methoxyphenethoxy)phenyl)boronic acid). The reactants are COC=1C=C(CCOC=2C=C(C=CC2OCCC2=CC(=CC=C2)OC)B2OC(C(O2)(C)C)(C)C)C=CC1 (2-(3,4-bis(3-methoxyphenethoxy)phenyl)-4,4,5,5-tetramethyl-1,3,2-dioxaborolane), I(=O)(=O)(=O)[O-].[Na+] (sodium periodate), C(C)(=O)[O-].[NH4+] (ammonium acetate), Cl (HCl). The solvent is CC(=O)C (Acetone), O (Water), CCOC(=O)C (EtOAc). As a reaction SMILES: [CH3:1][O:2][C:3]1[CH:4]=[C:5]([CH:35]=[CH:36][CH:37]=1)[CH2:6][CH2:7][O:8][C:9]1[CH:10]=[C:11]([B:26]2[O:30]C(C)(C)C(C)(C)[O:27]2)[CH:12]=[CH:13][C:14]=1[O:15][CH2:16][CH2:17][C:18]1[CH:23]=[CH:22][CH:21]=[C:20]([O:24][CH3:25])[CH:19]=1.I([O-])(=O)(=O)=O.[Na+].C([O-])(=O)C.[NH4+].Cl>CC(C)=O.CCOC(C)=O.O>[CH3:1][O:2][C:3]1[CH:4]=[C:5]([CH:35]=[CH:36][CH:37]=1)[CH2:6][CH2:7][O:8][C:9]1[CH:10]=[C:11]([B:26]([OH:30])[OH:27])[CH:12]=[CH:13][C:14]=1[O:15][CH2:16][CH2:17][C:18]1[CH:23]=[CH:22][CH:21]=[C:20]([O:24][CH3:25])[CH:19]=1 |f:1.2,3.4|. Yield: 87.3%. Reaction conditions: time 16 hour. The reactants are ClC1=NC(=CC(=N1)N1CC=2N=C(N=C(C2CC1)N1CCOCC1)C1=CC=C(C=C1)NC(=O)NCC)C (1-(4-(7-(2-chloro-6-methylpyrimidin-4-yl)-4-morpholino-5,6,7,8-tetrahydropyrido[3,4-d]pyrimidin-2-yl)phenyl)-3-ethylurea), C(C)NC(=O)NC1=CC=C(C=C1)C=1N=C(C2=C(N1)CNCC2)N2CCOCC2 (1-Ethyl-3-(4-(4-morpholino-5,6,7,8-tetrahydropyrido[3,4-d]pyrimidin-2-yl)phenyl)urea), ClC1=NC(=CC(=N1)Cl)C (2,4-Dichloro-6-methylpyrimidine), CN(C=O)C (N,N-Dimethylformamide), C(C)(C)N(C(C)C)CC (N,N-Diisopropylethylamine). Yields the product ClC1=NC(=NC(=C1)C)N1CC=2N=C(N=C(C2CC1)N1CCOCC1)C1=CC=C(C=C1)NC(=O)NCC (1-(4-(7-(4-chloro-6-methylpyrimidin-2-yl)-4-morpholino-5,6,7,8-tetrahydropyrido[3,4-d]pyrimidin-2-yl)phenyl)-3-ethylurea). Reaction SMILES: ClC1N=C([N:8]2[CH2:17][CH2:16][C:15]3[C:14]([N:18]4[CH2:23][CH2:22][O:21][CH2:20][CH2:19]4)=[N:13][C:12]([C:24]4[CH:29]=[CH:28][C:27]([NH:30][C:31]([NH:33][CH2:34][CH3:35])=[O:32])=[CH:26][CH:25]=4)=[N:11][C:10]=3[CH2:9]2)C=C(C)N=1.C(NC(NC1C=CC(C2N=C(N3CCOCC3)C3CCNCC=3N=2)=CC=1)=O)C.Cl[C:66]1[N:71]=[C:70]([Cl:72])[CH:69]=[C:68]([CH3:73])[N:67]=1.CN(C)C=O.C(N(CC)C(C)C)(C)C>>[Cl:72][C:70]1[CH:69]=[C:68]([CH3:73])[N:67]=[C:66]([N:8]2[CH2:17][CH2:16][C:15]3[C:14]([N:18]4[CH2:23][CH2:22][O:21][CH2:20][CH2:19]4)=[N:13][C:12]([C:24]4[CH:29]=[CH:28][C:27]([NH:30][C:31]([NH:33][CH2:34][CH3:35])=[O:32])=[CH:26][CH:25]=4)=[N:11][C:10]=3[CH2:9]2)[N:71]=1. Reported procedure: and 1-(4-(7-(2-chloro-6-methylpyrimidin-4-yl)-4-morpholino-5,6,7,8-tetrahydropyrido[3,4-d]pyrimidin-2-yl)phenyl)-3-ethylurea (vz2): 1-Ethyl-3-(4-(4-morpholino-5,6,7,8-tetrahydropyrido[3,4-d]pyrimidin-2-yl)phenyl)urea (0.0506 g, 0.132 mmol) and 2,4-Dichloro-6-methylpyrimidine (0.0360 g, 0.221 mmol) were combined then added dry N,N-Dimethylformamide (0.910 mL, 11.8 mmol) followed by N,N-Diisopropylethylamine (0.0456 mL, 0.262 mmol). The reaction was microwaved on 200 watts, 120° C. for 30 minutes ... The reactants are C(C)(=O)OCC1=C(N2C([C@H]([C@H]2SC1)NC(NC(=O)OCC(Cl)(Cl)Cl)=S)=O)C(=O)OC(C1=CC=CC=C1)C1=CC=CC=C1 ((6R-trans)-3-[(acetyloxy)methyl]-8-oxo-7-[[thioxo[[(2,2,2-trichloroethoxy)carbonyl]amino]methyl]amino]-5-thia-1-azabicyclo[4.2.0]oct-2-ene-2-carboxylic acid, diphenylmethyl ester), C(C)(=O)O (acetic acid), P(=O)(O)(O)[O-].[K+] (potassium dihydrogen phosphate). The reagents and catalysts are [Zn] (zinc). Solvent: O1CCCC1 (tetrahydrofuran). Conditions: time 1 hour. Product: C(C)(=O)OCC1=C(N2C([C@H]([C@H]2SC1)NC(=S)N)=O)C(=O)OC(C1=CC=CC=C1)C1=CC=CC=C1 ((6R-trans)-3-[(acetyloxy)methyl]-7-[(aminothioxomethyl)amino]-8-oxo-5-thia-1-azabicyclo[4.2.0]oct-2-ene-2-carboxylic acid, diphenylmethyl ester), C(C)(=O)OCC1=C(N2C([C@H]([C@H]2SC1)NC(=S)NC(=O)OCC(Cl)Cl)=O)C(=O)OC(C1=CC=CC=C1)C1=CC=CC=C1 ((6R-trans)-3-[(acetyloxy)methyl]-7-[[[[(2,2-dichloroethoxy)carbonyl]amino]thioxomethyl]amino]-8-oxo-5-thia-1-azabicyclo[4.2.0]oct-2-ene-2-carboxylic acid, diphenylmethyl ester). As a reaction SMILES: [C:1]([O:4][CH2:5][C:6]1[CH2:13][S:12][C@H:11]2[N:8]([C:9](=[O:26])[C@H:10]2[NH:14][C:15](=[S:25])[NH:16][C:17]([O:19][CH2:20][C:21](Cl)([Cl:23])[Cl:22])=[O:18])[C:7]=1[C:27]([O:29][CH:30]([C:37]1[CH:42]=[CH:41][CH:40]=[CH:39][CH:38]=1)[C:31]1[CH:36]=[CH:35][CH:34]=[CH:33][CH:32]=1)=[O:28])(=[O:3])[CH3:2].C(O)(=O)C.P([O-])(O)(O)=O.[K+]>[Zn].O1CCCC1>[C:1]([O:4][CH2:5][C:6]1[CH2:13][S:12][C@H:11]2[N:8]([C:9](=[O:26])[C@H:10]2[NH:14][C:15]([NH2:16])=[S:25])[C:7]=1[C:27]([O:29][CH:30]([C:37]1[CH:42]=[CH:41][CH:40]=[CH:39][CH:38]=1)[C:31]1[CH:32]=[CH:33][CH:34]=[CH:35][CH:36]=1)=[O:28])(=[O:3])[CH3:2].[C:1]([O:4][CH2:5][C:6]1[CH2:13][S:12][C@H:11]2[N:8]([C:9](=[O:26])[C@H:10]2[NH:14][C:15]([NH:16][C:17]([O:19][CH2:20][CH:21]([Cl:22])[Cl:23])=[O:18])=[S:25])[C:7]=1[C:27]([O:29][CH:30]([C:31]1[CH:36]=[CH:35][CH:34]=[CH:33][CH:32]=1)[C:37]1[CH:38]=[CH:39][CH:40]=[CH:41][CH:42]=1)=[O:28])(=[O:3])[CH3:2] |f:2.3|. Procedure details: A mixture of 1.16 g of (6R-trans)-3-[(acetyloxy)methyl]-8-oxo-7-[[thioxo[[(2,2,2-trichloroethoxy)carbonyl]amino]methyl]amino]-5-thia-1-azabicyclo[4.2.0]oct-2-ene-2-carboxylic acid, diphenylmethyl ester, 660 mg of zinc dust, 0.25 ml of glacial acetic acid, 2 ml of 1M aqueous potassium dihydrogen phosphate and 10 ml of tetrahydrofuran was stirred for 1 hour and then filtered. The filtrate was subjected to flash chromatography, eluting with ethyl acetate:petroleum ether in a 1:1 to 1:2 gradient, gi... Starting materials: C1(=CC(=CC=C1)NC1=CC(=CC=C1)NC=1C=C(C=CC1)C)C (N,N'-di(3-tolyl)-1,3-phenylenediamine), IC1=C(C=CC=C1)C (iodotoluene), ( D ), C([O-])([O-])=O.[K+].[K+] (potassium carbonate). The reagents and catalysts are [Cu] (copper). Solvent: [N+](=O)([O-])C1=CC=CC=C1 (nitrobenzene). Yields the product C1(=CC(=CC=C1)N(C1=CC(=CC=C1)N(C=1C=C(C=CC1)C)C=1C=C(C=CC1)C)C=1C=C(C=CC1)C)C (N,N,N',N'-tetra(3-tolyl)-1,3-phenylenediamine), ( E ). RXN SMILES: [C:1]1([CH3:22])[CH:6]=[CH:5][CH:4]=[C:3]([NH:7][C:8]2[CH:13]=[CH:12][CH:11]=[C:10]([NH:14][C:15]3[CH:16]=[C:17]([CH3:21])[CH:18]=[CH:19][CH:20]=3)[CH:9]=2)[CH:2]=1.I[C:24]1[CH:29]=[CH:28][CH:27]=[CH:26][C:25]=1[CH3:30].C(=O)([O-])[O-].[K+].[K+]>[N+](C1C=CC=CC=1)([O-])=O.[Cu]>[C:1]1([CH3:22])[CH:6]=[CH:5][CH:4]=[C:3]([N:7]([C:3]2[CH:2]=[C:1]([CH3:22])[CH:6]=[CH:5][CH:4]=2)[C:8]2[CH:13]=[CH:12][CH:11]=[C:10]([N:14]([C:29]3[CH:24]=[C:25]([CH3:30])[CH:26]=[CH:27][CH:28]=3)[C:15]3[CH:16]=[C:17]([CH3:21])[CH:18]=[CH:19][CH:20]=3)[CH:9]=2)[CH:2]=1 |f:2.3.4|. Procedure details: More specifically, resorcinol of formula (A) is reacted with m-toluidine of formula (B) in the presence of iodine in a nitrogen current to obtain N,N'-di(3-tolyl)-1,3-phenylenediamine of formula (C). Then, N,N'-di(3-tolyl)-1,3-phenylenediamine is reacted with iodotoluene of formula (D) in the presence of potassium carbonate and powdery copper under reflux in nitrobenzene to obtain N,N,N',N'-tetra(3-tolyl)-1,3-phenylenediamine of formula (E). Reactants: C(C)(=O)SCC(C(=O)N1[C@H](C(=O)O)CCC1)CCC(C(C)C)O (1-[2-(acetylthiomethyl)-5-hydroxy-6-methylheptanoyl]-L-proline), C(C)(=O)SCC(C(=O)N1[C@H](C(=O)O)CCC1)CSC (1-[3-acetylthio-2-(methylthiomethyl)propanoyl]-L-proline). Yields the product SCC(C(=O)N1[C@H](C(=O)O)CCC1)CCC(C(C)C)O (1-[2-mercaptomethyl-5-hydroxy-6-methylheptanoyl]-L-proline). Reaction SMILES: C([S:4][CH2:5][CH:6]([CH2:17][CH2:18][CH:19]([OH:23])[CH:20]([CH3:22])[CH3:21])[C:7]([N:9]1[CH2:16][CH2:15][CH2:14][C@H:10]1[C:11]([OH:13])=[O:12])=[O:8])(=O)C.C(SCC(CSC)C(N1CCC[C@H]1C(O)=O)=O)(=O)C>>[SH:4][CH2:5][CH:6]([CH2:17][CH2:18][CH:19]([OH:23])[CH:20]([CH3:21])[CH3:22])[C:7]([N:9]1[CH2:16][CH2:15][CH2:14][C@H:10]1[C:11]([OH:13])=[O:12])=[O:8]. Procedure: By substituting 1-[2-(acetylthiomethyl)-5-hydroxy-6-methylheptanoyl]-L-proline for the 1-[3-acetylthio-2-(methylthiomethyl)propanoyl]-L-proline in the procedure of Example 17, 1-[2-mercaptomethyl-5-hydroxy-6-methylheptanoyl]-L-proline is obtained. Starting materials: BrC1=CC=C(C=C1)N1C(C(CC1)COS(=O)(=O)C)=O (1-(4-bromophenyl)-3-mesyloxymethyl-2-pyrrolidinone), COCCN1CCNCC1 (1-(2-methoxyethyl)piperazine). RXN SMILES: [Br:1][C:2]1[CH:7]=[CH:6][C:5]([N:8]2[CH2:12][CH2:11][CH:10]([CH2:13]OS(C)(=O)=O)[C:9]2=[O:19])=[CH:4][CH:3]=1.[CH3:20][O:21][CH2:22][CH2:23][N:24]1[CH2:29][CH2:28][NH:27][CH2:26][CH2:25]1>>[Br:1][C:2]1[CH:7]=[CH:6][C:5]([N:8]2[CH2:12][CH2:11][CH:10]([CH2:13][N:27]3[CH2:28][CH2:29][N:24]([CH2:23][CH2:22][O:21][CH3:20])[CH2:25][CH2:26]3)[C:9]2=[O:19])=[CH:4][CH:3]=1. Reported procedure: The title compound was prepared from 1-(4-bromophenyl)-3-mesyloxymethyl-2-pyrrolidinone and 1-(2-methoxyethyl)piperazine, in the same manner as in Preparation Example 1(8). Product: BrC1=CC=C(C=C1)N1C(C(CC1)CN1CCN(CC1)CCOC)=O (1-(4-bromophenyl)-3-(4-(2-methoxyethyl)piperazin-1-yl)methyl-2-pyrrolidinone). Starting materials: CCOCC(=O)O, CC1(C)CCC(C)(C)c2cc(N)ccc21, CN(C)c1ccccn1, C(=NC1CCCCC1)=NC1CCCCC1, ClCCl, O. The product is CCOCC(=O)Nc1ccc2c(c1)C(C)(C)CCC2(C)C. RXN SMILES: [CH2:16]([CH3:17])[O:18][CH2:19][C:20](=[O:21])[OH:22].[CH3:1][C:2]1([CH3:15])[c:3]2[cH:4][cH:5][c:6]([NH2:14])[cH:7][c:8]2[C:9]([CH3:12])([CH3:13])[CH2:10][CH2:11]1.[CH3:23][N:24]([c:25]1[cH:26][cH:27][cH:28][cH:29][n:30]1)[CH3:31].[CH:32]1([N:33]=[C:34]=[N:35][CH:36]2[CH2:37][CH2:38][CH2:39][CH2:40][CH2:41]2)[CH2:42][CH2:43][CH2:44][CH2:45][CH2:46]1.[Cl:47][CH2:48][Cl:49].[OH2:50]>>[CH3:1][C:2]1([CH3:15])[c:3]2[cH:4][cH:5][c:6]([NH:14][C:20]([CH2:19][O:18][CH2:16][CH3:17])=[O:21])[cH:7][c:8]2[C:9]([CH3:12])([CH3:13])[CH2:10][CH2:11]1.